From a dataset of the Open Reaction Database (ORD), a public repository of structured organic reaction records. describe an organic reaction: reactants, conditions, products, and yield Reactants: Br, Br, CC(=O)O, CCOc1cccc(C=O)c1O. Yields the product CCOc1cc(Br)cc(C=O)c1O. RXN SMILES: [Br:1].[BrH:14].[C:15]([OH:16])(=[O:17])[CH3:18].[CH2:2]([CH3:3])[O:4][c:5]1[c:6]([OH:13])[c:7]([CH:8]=[O:9])[cH:10][cH:11][cH:12]1>>[CH2:2]([CH3:3])[O:4][c:5]1[c:6]([OH:13])[c:7]([CH:8]=[O:9])[cH:10][c:11]([Br:14])[cH:12]1. As a reaction SMILES: [F:1][C:2]1[CH:7]=[C:6]([OH:8])[C:5]([N+:9]([O-])=O)=[CH:4][C:3]=1[C:12](=[O:14])[CH3:13]>CCO.C1COCC1.[Pd]>[NH2:9][C:5]1[C:6]([OH:8])=[CH:7][C:2]([F:1])=[C:3]([C:12](=[O:14])[CH3:13])[CH:4]=1. The reagents and catalysts are [Pd] (Pd/C). Yields the product NC=1C(=CC(=C(C1)C(C)=O)F)O (1-(5-amino-2-fluoro-4-hydroxy-phenyl)-ethanone). The reactants are FC1=C(C=C(C(=C1)O)[N+](=O)[O-])C(C)=O (1-(2-fluoro-4-hydroxy-5-nitro-phenyl)-ethanone). Procedure details: To a solution of 1-(2-fluoro-4-hydroxy-5-nitro-phenyl)-ethanone (3 g, 15.7 mmol) in EtOH (30 mL) and THF (6 mL) was added Pd/C (10%, 1.5 g, 1.4 mmol) and the reaction mixture was stirred at ambient temperature for 2 h. The reaction mixture was filtered and the filtrate was evaporated in vacuo to give 1-(5-amino-2-fluoro-4-hydroxy-phenyl)-ethanone as a black solid (2.5 g, crude), which was used in the next step directly without further purification. 1H-NMR (DMSO-d6, 400 MHz): δ 7.01 (d, J=8.0 Hz,... Run at time 2 hour. The solvent is CCO (EtOH), C1CCOC1 (THF).